Dataset: the Open Reaction Database (ORD), a public repository of structured organic reaction records. Task: describe an organic reaction: reactants, conditions, products, and yield Reactants: CC[O-].[Na+] (NaOEt), BrC=1C=C(C=CC1)C1CC2CC(CC(C1)N2S(=O)(=O)C2=CC=C(C=C2)C(F)(F)F)=O (7-(3-Bromophenyl)-9-(4-(trifluoromethyl)phenylsulfonyl)-9-azabicyclo[3.3.1]nonan-3-one), C(=O)OCC (ethyl formate). The solvent is C1CCOC1 (THF), [NH4+].[Cl-] (NH4Cl). Run at time 30 minute. The product is BrC=1C=C(C=CC1)C1CC2CC(C(C(C1)N2S(=O)(=O)C2=CC=C(C=C2)C(F)(F)F)=CO)=O (7-(3-bromophenyl)-2-(hydroxymethylene)-9-(4-(trifluoromethyl)phenylsulfonyl)-9-azabicyclo[3.3.1]nonan-3-one). As a reaction SMILES: [CH3:1][CH2:2][O-:3].[Na+].[Br:5][C:6]1[CH:7]=[C:8]([CH:12]2[CH2:19][CH:18]3[N:20]([S:21]([C:24]4[CH:29]=[CH:28][C:27]([C:30]([F:33])([F:32])[F:31])=[CH:26][CH:25]=4)(=[O:23])=[O:22])[CH:14](C[C:16](=[O:34])[CH2:17]3)[CH2:13]2)[CH:9]=[CH:10][CH:11]=1.C(OCC)=O>C1COCC1.[NH4+].[Cl-]>[Br:5][C:6]1[CH:7]=[C:8]([CH:12]2[CH2:13][CH:14]3[N:20]([S:21]([C:24]4[CH:25]=[CH:26][C:27]([C:30]([F:32])([F:33])[F:31])=[CH:28][CH:29]=4)(=[O:23])=[O:22])[CH:18]([CH2:17][C:16](=[O:34])[C:1]3=[CH:2][OH:3])[CH2:19]2)[CH:9]=[CH:10][CH:11]=1 |f:0.1,5.6|. Reported procedure: 21% NaOEt (6 ml, 16.1 mmol) was added to a solution of 7-(3-Bromophenyl)-9-(4-(trifluoromethyl)phenylsulfonyl)-9-azabicyclo[3.3.1]nonan-3-one (90) (2.28 g, 4.54 mmol) and ethyl formate (6 ml, 74.5 mmol) in THF (20 ml). The solution was placed into a preheated oil bath at 60° C. After stirring for 30 min, the solution was cooled to ambient temperature, diluted with saturated aqueous NH4Cl, and extracted with EtOAc. The combined organic extracts were dried over MgSO4, filtered, and concentrated to... Starting materials: Cc1ccccc1, NCC1CC1, O=C1OC(=O)c2ccccc21, Cc1ccc(S(=O)(=O)O)cc1. Product: O=C1c2ccccc2C(=O)N1CC1CC1. As a reaction SMILES: [CH3:28][c:29]1[cH:30][cH:31][cH:32][cH:33][cH:34]1.[CH:12]1([CH2:15][NH2:16])[CH2:13][CH2:14]1.[O:1]=[C:2]1[O:3][C:4](=[O:5])[c:6]2[cH:7][cH:8][cH:9][cH:10][c:11]21.[c:17]1([CH3:18])[cH:19][cH:20][c:21]([S:22]([OH:23])(=[O:24])=[O:25])[cH:26][cH:27]1>>[C:2]1(=[O:3])[c:11]2[c:6]([cH:7][cH:8][cH:9][cH:10]2)[C:4](=[O:5])[N:16]1[CH2:15][CH:12]1[CH2:13][CH2:14]1. Yields the product S1C2=C(C=C1C1=CC=C(C=C1)C=1N=C(N3C1C(=NC=C3)N)C3CCC3)C=CC=C2 (1-(4-Benzo[b]thiophen-2-yl-phenyl)-3-cyclobutyl-imidazo[1,5-a]pyrazin-8-ylamine). Starting materials: BrC1=CC=C(C=C1)C=1N=C(N2C1C(=NC=C2)N)C2CCC2 (1-(4-bromophenyl)-3-cyclobutylimidazo[1,5-a]pyrazin-8-ylamine), S1C(=CC2=C1C=CC=C2)B(O)O (1-benzothiophen-2-ylboronic acid), O1CCOCC1 (1,4-dioxane), O (H2O). Conditions: time 30 minute. Procedure details: A mixture of 1-(4-bromophenyl)-3-cyclobutylimidazo[1,5-a]pyrazin-8-ylamine (30.0 mg, 0.0874 mmol), 1-benzothiophen-2-ylboronic acid (18.7 mg, 0.105 mmol) and Pd(PPh3)4 (5 mg, 0.004 mmol) in 1,4-dioxane (2 mL, 30 mmol) and H2O (0.2 mL, 9 mmol) was degassed and refilled with nitrogen (3×). The reaction was microwaved on 300 watts, PowerMAX enabled, 100° C. for 30 min. For the workup, the reaction was concentrated in vacuo to a solid and purified by 10 g Jones Chromatography column wetted with DCM,... The yield is 24.2%. Reagents/catalysts: C=1C=CC(=CC1)[P](C=2C=CC=CC2)(C=3C=CC=CC3)[Pd]([P](C=4C=CC=CC4)(C=5C=CC=CC5)C=6C=CC=CC6)([P](C=7C=CC=CC7)(C=8C=CC=CC8)C=9C=CC=CC9)[P](C=1C=CC=CC1)(C=1C=CC=CC1)C=1C=CC=CC1 (Pd(PPh3)4). RXN SMILES: Br[C:2]1[CH:7]=[CH:6][C:5]([C:8]2[N:9]=[C:10]([CH:18]3[CH2:21][CH2:20][CH2:19]3)[N:11]3[CH:16]=[CH:15][N:14]=[C:13]([NH2:17])[C:12]=23)=[CH:4][CH:3]=1.[S:22]1[C:26]2[CH:27]=[CH:28][CH:29]=[CH:30][C:25]=2[CH:24]=[C:23]1B(O)O.O1CCOCC1.O>C1C=CC([P]([Pd]([P](C2C=CC=CC=2)(C2C=CC=CC=2)C2C=CC=CC=2)([P](C2C=CC=CC=2)(C2C=CC=CC=2)C2C=CC=CC=2)[P](C2C=CC=CC=2)(C2C=CC=CC=2)C2C=CC=CC=2)(C2C=CC=CC=2)C2C=CC=CC=2)=CC=1>[S:22]1[C:23]([C:2]2[CH:7]=[CH:6][C:5]([C:8]3[N:9]=[C:10]([CH:18]4[CH2:21][CH2:20][CH2:19]4)[N:11]4[CH:16]=[CH:15][N:14]=[C:13]([NH2:17])[C:12]=34)=[CH:4][CH:3]=2)=[CH:24][C:25]2[CH:30]=[CH:29][CH:28]=[CH:27][C:26]1=2 |^1:44,46,65,84|. The reactants are CO, CCOC(=O)C1CCN(c2ccc([N+](=O)[O-])c(C=O)c2)CC1, CCOP(=O)(OCC)C1NC(=O)NC1=O. Product: CCOC(=O)C1CCN(c2ccc([N+](=O)[O-])c(C=C3NC(=O)NC3=O)c2)CC1. Reaction SMILES: [CH3:38][OH:39].[N+:16](=[O:17])([O-:18])[c:19]1[c:20]([CH:21]=[O:22])[cH:23][c:24]([N:27]2[CH2:28][CH2:29][CH:30]([C:33](=[O:34])[O:35][CH2:36][CH3:37])[CH2:31][CH2:32]2)[cH:25][cH:26]1.[O:1]=[C:2]1[NH:3][CH:4]([P:8]([O:9][CH2:10][CH3:11])(=[O:12])[O:13][CH2:14][CH3:15])[C:5](=[O:7])[NH:6]1>>[O:1]=[C:2]1[NH:3][C:4](=[CH:21][c:20]2[c:19]([N+:16](=[O:17])[O-:18])[cH:26][cH:25][c:24]([N:27]3[CH2:28][CH2:29][CH:30]([C:33](=[O:34])[O:35][CH2:36][CH3:37])[CH2:31][CH2:32]3)[cH:23]2)[C:5](=[O:7])[NH:6]1.